This data is from the Open Reaction Database (ORD), a public repository of structured organic reaction records. The task is: describe an organic reaction: reactants, conditions, products, and yield The reactants are hydrochloride salt, CC=1C=CC(=NC1)C=1C=C(C(=O)O)C=C(C1)C=1OC=CN1 (3-(5-methylpyridin-2-yl)-5-(1,3-oxazol-2-yl)benzoic acid), Cl.CC1=NOC(=N1)[C@@H](C)N ((1R)-1-(3-methyl-1,2,4-oxadiazol-5-yl)ethanamine hydrochloride salt), C(CCl)Cl (EDC), C=1C=CC2=C(C1)N=NN2O (HOBT), C(C)(C)N(C(C)C)CC (N,N-diisopropylethylamine). Solvent: CN(C=O)C (N,N-dimethylformamide). Run at temperature 20 celsius, time 16 hour. The product is hydrochloride salt, CC1=NOC(=N1)[C@@H](C)NC(C1=CC(=CC(=C1)C=1OC=CN1)C1=NC=C(C=C1)C)=O (N-[(1R)-1-(3-methyl-1,2,4-oxadiazol-5-yl)ethyl]-3-(5-methylpyridin-2-yl)-5-(1,3-oxazol-2-yl)benzamide). The yield is 109.9%. As a reaction SMILES: [CH3:1][C:2]1[CH:3]=[CH:4][C:5]([C:8]2[CH:9]=[C:10]([CH:14]=[C:15]([C:17]3[O:18][CH:19]=[CH:20][N:21]=3)[CH:16]=2)[C:11]([OH:13])=O)=[N:6][CH:7]=1.Cl.[CH3:23][C:24]1[N:28]=[C:27]([C@H:29]([NH2:31])[CH3:30])[O:26][N:25]=1.C(Cl)CCl.C1C=CC2N(O)N=NC=2C=1.C(N(CC)C(C)C)(C)C>CN(C)C=O>[CH3:23][C:24]1[N:28]=[C:27]([C@H:29]([NH:31][C:11](=[O:13])[C:10]2[CH:14]=[C:15]([C:17]3[O:18][CH:19]=[CH:20][N:21]=3)[CH:16]=[C:8]([C:5]3[CH:4]=[CH:3][C:2]([CH3:1])=[CH:7][N:6]=3)[CH:9]=2)[CH3:30])[O:26][N:25]=1 |f:1.2|. Procedure details: To a solution of hydrochloride salt of 3-(5-methylpyridin-2-yl)-5-(1,3-oxazol-2-yl)benzoic acid (103 mg, 0.292 mmol) in N,N-dimethylformamide (4 mL) were added (1R)-1-(3-methyl-1,2,4-oxadiazol-5-yl)ethanamine hydrochloride salt (72 mg, 0.437 mmol), EDC (168 mg, 0.875 mmol), HOBT (134 mg, 0.875 mmol) and N,N-diisopropylethylamine (204 μL, 1.17 mmol). The reaction mixture was stirred at 20° C. for 16 h. The mixture was purified by reverse-phase HPLC gave the hydrochloride salt of the title compoun... Starting materials: BrCCCCCCC1=C(C(=CC=C1)OC(C1=CC=C(C=C1)C)=O)OC(C1=CC=C(C=C1)C)=O (1-(6-bromohexyl)-2,3-bis[(4-methylbenzoyl)oxy]benzene), C1(=CC=CC=C1)COC(C1=C(C(=C(C=C1)O)CCC)O)=O (2,4-dihydroxy-3-propylbenzoic acid phenylmethyl ester), [I-].[K+] (potassium iodide), C([O-])([O-])=O.[K+].[K+] (potassium carbonate). The solvent is CC(=O)C (acetone). Product: C1(=CC=CC=C1)COC(C1=C(C(=C(C=C1)OCCCCCCC1=C(C(=CC=C1)OC(C1=CC=C(C=C1)C)=O)OC(C1=CC=C(C=C1)C)=O)CCC)O)=O (2-hydroxy-4-[6-[2,3-bis[(4-methylbenzoyl)oxy]phenyl]hexyloxy]-3-propylbenzoic acid phenylmethyl ester). The yield is 31.7%. RXN SMILES: Br[CH2:2][CH2:3][CH2:4][CH2:5][CH2:6][CH2:7][C:8]1[CH:13]=[CH:12][CH:11]=[C:10]([O:14][C:15](=[O:23])[C:16]2[CH:21]=[CH:20][C:19]([CH3:22])=[CH:18][CH:17]=2)[C:9]=1[O:24][C:25](=[O:33])[C:26]1[CH:31]=[CH:30][C:29]([CH3:32])=[CH:28][CH:27]=1.[C:34]1([CH2:40][O:41][C:42](=[O:54])[C:43]2[CH:48]=[CH:47][C:46]([OH:49])=[C:45]([CH2:50][CH2:51][CH3:52])[C:44]=2[OH:53])[CH:39]=[CH:38][CH:37]=[CH:36][CH:35]=1.[I-].[K+].C(=O)([O-])[O-].[K+].[K+]>CC(C)=O>[C:34]1([CH2:40][O:41][C:42](=[O:54])[C:43]2[CH:48]=[CH:47][C:46]([O:49][CH2:2][CH2:3][CH2:4][CH2:5][CH2:6][CH2:7][C:8]3[CH:13]=[CH:12][CH:11]=[C:10]([O:14][C:15](=[O:23])[C:16]4[CH:21]=[CH:20][C:19]([CH3:22])=[CH:18][CH:17]=4)[C:9]=3[O:24][C:25](=[O:33])[C:26]3[CH:31]=[CH:30][C:29]([CH3:32])=[CH:28][CH:27]=3)=[C:45]([CH2:50][CH2:51][CH3:52])[C:44]=2[OH:53])[CH:39]=[CH:38][CH:37]=[CH:36][CH:35]=1 |f:2.3,4.5.6|. Procedure details: A mixture of 1.91 g (3.75 mmol) of 1-(6-bromohexyl)-2,3-bis[(4-methylbenzoyl)oxy]benzene, 1.07 g (3.75 mmol) 2,4-dihydroxy-3-propylbenzoic acid phenylmethyl ester, 0.94 g (5.63 mmol) of potassium iodide and 0.75 g (5.63 mol) of potassium carbonate in 40 mL of acetone was stirred at reflux for 26 hours. The reaction mixture was filtered and the filtrate was concentrated under reduced pressure. The crude product was purified by HPLC using 5% ethyl acetate-hexane to give 0.85 g (32% yield) of 2-hyd... The reactants are NC1=CC=C(C=C1)C=1C(NC(NN1)=O)C (6-(4-aminophenyl)-5-methyl-4,5-dihydro-1,2,4-triazin-3(2H)-one), CN(C1=CC=CC=C1)C (N,N-dimethylaniline), C(C)(=O)OC(C(=O)Cl)C (2-acetoxypropionyl chloride). Run in CN(C)C=O (DMF). Product: C(C)(=O)OC(C(=O)NC1=CC=C(C=C1)C=1C(NC(NN1)=O)C)C (6-[4-(2-acetoxypropionylamino)phenyl]-5-methyl-4,5-dihydro-1,2,4-triazin-3(2H)-one). Yield: 72.5%. As a reaction SMILES: [NH2:1][C:2]1[CH:7]=[CH:6][C:5]([C:8]2[CH:9]([CH3:15])[NH:10][C:11](=[O:14])[NH:12][N:13]=2)=[CH:4][CH:3]=1.CN(C)C1C=CC=CC=1.[C:25]([O:28][CH:29]([CH3:33])[C:30](Cl)=[O:31])(=[O:27])[CH3:26]>CN(C=O)C>[C:25]([O:28][CH:29]([CH3:33])[C:30]([NH:1][C:2]1[CH:3]=[CH:4][C:5]([C:8]2[CH:9]([CH3:15])[NH:10][C:11](=[O:14])[NH:12][N:13]=2)=[CH:6][CH:7]=1)=[O:31])(=[O:27])[CH3:26]. Procedure details: To a stirred mixture of 6-(4-aminophenyl)-5-methyl-4,5-dihydro-1,2,4-triazin-3(2H)-one (1.0 g) and N,N-dimethylaniline (0.93 ml) in DMF (10 ml) was added dropwise 2-acetoxypropionyl chloride (0.98 g) under ice cooling. The stirring was continued for one night at ambient temperature. The mixture was concentrated under reduced pressure. The residue was extracted with ethyl acetate after addition of saline solution. The extract was washed successively with 1N hydrochloric acid, water and saline sol... Reactants: C(=O)(OC)C1=C(C=CC=C1)C1=CC=C(C=C1)CN1C(=NC(=C1C=O)Cl)CCCC (1-[(2'-carbomethoxybiphenyl-4-yl)methyl]-2-butyl-4-chloroimidazole-5-carboxaldehyde), BrN1C(CCC1=O)=O (N-bromosuccinimide). The solvent is C(Cl)(Cl)(Cl)Cl (CCl4). Yields the product C(=O)(OC)C1=C(C=CC=C1)C1=CC=C(C=C1)CN1C(=NC(=C1C=O)Cl)CC(CC)Br (1-[(2'-carbomethoxybiphenyl-4-yl)-methyl]-2-(2-bromobutyl)-4-chloroimidazole-5-carboxaldehyde). The yield is 40.4%. As a reaction SMILES: [C:1]([C:5]1[CH:10]=[CH:9][CH:8]=[CH:7][C:6]=1[C:11]1[CH:16]=[CH:15][C:14]([CH2:17][N:18]2[C:22]([CH:23]=[O:24])=[C:21]([Cl:25])[N:20]=[C:19]2[CH2:26][CH2:27][CH2:28][CH3:29])=[CH:13][CH:12]=1)([O:3][CH3:4])=[O:2].[Br:30]N1C(=O)CCC1=O>C(Cl)(Cl)(Cl)Cl>[C:1]([C:5]1[CH:10]=[CH:9][CH:8]=[CH:7][C:6]=1[C:11]1[CH:16]=[CH:15][C:14]([CH2:17][N:18]2[C:22]([CH:23]=[O:24])=[C:21]([Cl:25])[N:20]=[C:19]2[CH2:26][CH:27]([Br:30])[CH2:28][CH3:29])=[CH:13][CH:12]=1)([O:3][CH3:4])=[O:2]. Procedure: A mixture of 1.12 g of 1-[(2'-carbomethoxybiphenyl-4-yl)methyl]-2-butyl-4-chloroimidazole-5-carboxaldehyde and 0.49 g of N-bromosuccinimide in 40 mL of CCl4 was irradiated (UV-lamp, pyrex filter) for 0.5 hours. The reaction mixture was filtered, and the filtrate was concentrated in vacuo. Column chromatography (elution: ethyl acetate/benzene) afforded 0.54 g of 1-[(2'-carbomethoxybiphenyl-4-yl)-methyl]-2-(2-bromobutyl)-4-chloroimidazole-5-carboxaldehyde. NMR (200 MHz, CDCl3) δ 9.87 (s, 1H); 7.86... The reactants are Cl (HCl), ClC=1C=CC(=C(C1)C1=NN(C=C1NC(=O)C=1C=NN2C1N=CC=C2)CC(=O)N2CCC(CC2)(C(=O)OC)C)OC(F)F (methyl 1-(2-[3-[5-chloro-2-(difluoromethoxy)phenyl]-4-[pyrazolo[1,5-a]pyrimidine-3-amido]-1H-pyrazol-1-yl]acetyl)-4-methylpiperidine-4-carboxylate), C([O-])([O-])=O.[K+].[K+] (potassium carbonate). Run in CO (methanol), O (water). Conditions: temperature 60 celsius, time 8 hour. Yields the product ClC=1C=CC(=C(C1)C1=NN(C=C1NC(=O)C=1C=NN2C1N=CC=C2)CC(=O)N2CCC(CC2)(C(=O)O)C)OC(F)F (1-(2-[3-[5-chloro-2-(difluoromethoxy)phenyl]-4-[pyrazolo[1,5-a]pyrimidine-3-amido]-1H-pyrazol-1-yl]acetyl)-4-methylpiperidine-4-carboxylic acid). Reaction SMILES: [Cl:1][C:2]1[CH:3]=[CH:4][C:5]([O:39][CH:40]([F:42])[F:41])=[C:6]([C:8]2[C:12]([NH:13][C:14]([C:16]3[CH:17]=[N:18][N:19]4[CH:24]=[CH:23][CH:22]=[N:21][C:20]=34)=[O:15])=[CH:11][N:10]([CH2:25][C:26]([N:28]3[CH2:33][CH2:32][C:31]([CH3:38])([C:34]([O:36]C)=[O:35])[CH2:30][CH2:29]3)=[O:27])[N:9]=2)[CH:7]=1.C(=O)([O-])[O-].[K+].[K+].Cl>CO.O>[Cl:1][C:2]1[CH:3]=[CH:4][C:5]([O:39][CH:40]([F:41])[F:42])=[C:6]([C:8]2[C:12]([NH:13][C:14]([C:16]3[CH:17]=[N:18][N:19]4[CH:24]=[CH:23][CH:22]=[N:21][C:20]=34)=[O:15])=[CH:11][N:10]([CH2:25][C:26]([N:28]3[CH2:29][CH2:30][C:31]([CH3:38])([C:34]([OH:36])=[O:35])[CH2:32][CH2:33]3)=[O:27])[N:9]=2)[CH:7]=1 |f:1.2.3|. Reported procedure: To a solution of methyl 1-(2-[3-[5-chloro-2-(difluoromethoxy)phenyl]-4-[pyrazolo[1,5-a]pyrimidine-3-amido]-1H-pyrazol-1-yl]acetyl)-4-methylpiperidine-4-carboxylate (500 mg, 0.83 mmol) in methanol (10 mL) was added a solution of potassium carbonate (700 mg, 5.06 mmol) in water (5 mL). The resulting solution was stirred at 60° C. overnight and acidified with 1 N HCl to pH 2. The solids were collected by filtration. The crude product was purified by Prep-HPLC with the following conditions (Prep-HPL... Reactants: CI (methyl iodide), C([O-])([O-])=O.[K+].[K+] (potassium carbonate), CN(C=O)C.O1CCCC1 (dimethylformamide tetrahydrofuran), C1OC2(CCN(CC2)CC(CC2=CC=C(C=C2)OS(=O)(=O)C=2C=3C=CN=CC3C=CC2)N(S(=O)(=O)C=2C=3C=CN=CC3C=CC2)C)OC1 (N-{2-(4,4-ethylenedioxypiperidino)-1-[p-(5-isoquinolinesulfonyloxy)benzyl]ethyl}-N-methyl-5-isoquinolinesulfonamide), Cl (hydrochloric acid). Product: COC1=CC=C(CC(CN2CCC(CC2)=O)N(S(=O)(=O)C=2C=3C=CN=CC3C=CC2)C)C=C1 (N-{1-(p-methoxybenzyl)-2-(4-oxopiperidino)ethyl}-N-methyl-5-isoquinolinesulfonamide). Reaction SMILES: C1COC2(C[CH2:7][N:6]([CH2:9][CH:10]([N:32]([CH3:46])[S:33]([C:36]3[C:37]4[CH:38]=[CH:39][N:40]=[CH:41][C:42]=4[CH:43]=[CH:44][CH:45]=3)(=[O:35])=[O:34])[CH2:11][C:12]3[CH:17]=[CH:16][C:15](OS(C4C5C=CN=CC=5C=CC=4)(=O)=O)=[CH:14][CH:13]=3)[CH2:5][CH2:4]2)O1.CI.[C:51](=[O:54])([O-])[O-].[K+].[K+].Cl.CN(C)[CH:60]=[O:61].O1CCC[CH2:64]1>>[CH3:60][O:61][C:15]1[CH:14]=[CH:13][C:12]([CH2:11][CH:10]([N:32]([CH3:46])[S:33]([C:36]2[C:37]3[CH:42]=[CH:41][N:40]=[CH:39][C:38]=3[CH:43]=[CH:44][CH:45]=2)(=[O:35])=[O:34])[CH2:9][N:6]2[CH2:7][CH2:64][C:51](=[O:54])[CH2:4][CH2:5]2)=[CH:17][CH:16]=1 |f:2.3.4,6.7|. Procedure: The amorphous compound obtained in Example 94 was subjected to alkaline hydrolysis, methylation with methyl iodide and potassium carbonate in dimethylformamide/tetrahydrofuran (1:1), and reflux with 3N hydrochloric acid, to obtain N-{1-(p-methoxybenzyl)-2-(4-oxopiperidino)ethyl}-N-methyl-5-isoquinolinesulfonamide in a colorless amorphous form. Starting materials: CC(C#CC1=C(CCCC1(C)C)C)=CC=CC(C=C)(O)C (1-[3,7-Dimethyl-nona-1-yne-3,5,8-trien-7-ol-1-yl]-2,6,6-trimethyl-cyclohex-1-ene), Br (HBr), O (water). Solvent: CCOCC (ether), CCOCC (ether). Conditions: time 15 minute. Product: CC(C#CC1=C(CCCC1(C)C)C)=CC=CC(=CCBr)C (1-[3,7-Dimethyl-9-bromo-nona-1-yne-3,5,7-trien-1-yl]-2,6,6-trimethyl-cyclohex-1-ene). Reaction SMILES: [CH3:1][C:2](=[CH:14][CH:15]=[CH:16][C:17]([CH3:21])(O)[CH:18]=[CH2:19])[C:3]#[C:4][C:5]1[C:10]([CH3:12])([CH3:11])[CH2:9][CH2:8][CH2:7][C:6]=1[CH3:13].[BrH:22].O>CCOCC>[CH3:1][C:2](=[CH:14][CH:15]=[CH:16][C:17]([CH3:21])=[CH:18][CH2:19][Br:22])[C:3]#[C:4][C:5]1[C:10]([CH3:12])([CH3:11])[CH2:9][CH2:8][CH2:7][C:6]=1[CH3:13]. Reported procedure: 2.84 g of the alcohol III prepared as described in Example 1 were dissolved in 50 ml of ether and an equimolar amount of a solution of HBr in ether was added dropwise at -70° C., whilst stirring. The reaction mixture was then kept for 15 minutes at from -60° to -70° C. and thereafter for 15 minutes at -15° C. 30 ml of water were then added and the organic phase was separated off, washed neutral, dried and concentrated. 3.2 g of a residue (crude yield 93.5%) were left; the structure of the materi... Starting materials: O (water), C1(C=2C(C(N1)=O)=CC=CC2)=O (phthalimide), C1(CCCCC1)N=NC1(CCCCC1)Cl (1-cyclohexylazo-1chlorocyclohexane), [OH-].[Na+] (sodium hydroxide). Run in CN(C=O)C (N,N-dimethylformamide). Conditions: temperature 40 celsius, time 15 minute. The product is C1(CCCCC1)N=NC1(CCCCC1)N1C(C=2C(C1=O)=CC=CC2)=O (1-Cyclohexylazo-1phthalimidocyclohexane). RXN SMILES: [C:1]1(=[O:11])[NH:5][C:4](=[O:6])[C:3]2=[CH:7][CH:8]=[CH:9][CH:10]=[C:2]12.[OH-].[Na+].[CH:14]1([N:20]=[N:21][C:22]2(Cl)[CH2:27][CH2:26][CH2:25][CH2:24][CH2:23]2)[CH2:19][CH2:18][CH2:17][CH2:16][CH2:15]1.O>CN(C)C=O>[CH:22]1([N:21]=[N:20][C:14]2([N:5]3[C:1](=[O:11])[C:2]4=[CH:10][CH:9]=[CH:8][CH:7]=[C:3]4[C:4]3=[O:6])[CH2:19][CH2:18][CH2:17][CH2:16][CH2:15]2)[CH2:23][CH2:24][CH2:25][CH2:26][CH2:27]1 |f:1.2|. Procedure details: To a stirred solution of 10.45 grams (.071 moles) phthalimide in 80 mls of N,N-dimethylformamide in a 250 ml 4-neck flask equipped with a magnetic stirrer, thermometer and addition funnel was added 4.0 grams (.05 moles) of 50% sodium hydroxide and the solution stirred for 15 minutes at 40° C. To this solution was added dropwise 11.45 grams (.05 moles) of 1-cyclohexylazo-1chlorocyclohexane (from Example 3-11) over 20 minutes at 40° to 45° C. After the addition was complete, the reaction was stirr... Reactants: ClC1=C(C=C2C=3C(C4=C(C(C3NC2=C1)(C)C)C=C(C=C4)OC)=O)C (3-Chloro-8-methoxy-2,6,6-trimethyl-5,6-dihydro-benzo[b]carbazol-11-one), [Cl-].[NH+]1=CC=CC=C1 (pyridinium chloride), O (water). Run in C(C)(=O)OCC (ethyl acetate). The product is ClC1=C(C=C2C=3C(C4=C(C(C3NC2=C1)(C)C)C=C(C=C4)O)=O)C (3-Chloro-8-hydroxy-2,6,6-trimethyl-5,6-dihydro-benzo[b]carbazol-11-one), crude product. As a reaction SMILES: [Cl:1][C:2]1[CH:14]=[C:13]2[C:5]([C:6]3[C:7](=[O:23])[C:8]4[CH:20]=[CH:19][C:18]([O:21]C)=[CH:17][C:9]=4[C:10]([CH3:16])([CH3:15])[C:11]=3[NH:12]2)=[CH:4][C:3]=1[CH3:24].[Cl-].[NH+]1C=CC=CC=1.O>C(OCC)(=O)C>[Cl:1][C:2]1[CH:14]=[C:13]2[C:5]([C:6]3[C:7](=[O:23])[C:8]4[CH:20]=[CH:19][C:18]([OH:21])=[CH:17][C:9]=4[C:10]([CH3:16])([CH3:15])[C:11]=3[NH:12]2)=[CH:4][C:3]=1[CH3:24] |f:1.2|. Reported procedure: 3-Chloro-8-methoxy-2,6,6-trimethyl-5,6-dihydro-benzo[b]carbazol-11-one (Compound S1-2, 18.9 mg, 0.0556 mmol) and pyridinium chloride (220 mg, 34 eq.) were stirred at 185° C. for 2.5 hr. After cooling, the reaction solution was added with water and ethyl acetate, and the organic layer was washed with water and saturated brine, dried over magnesium sulfate, filtered and concentrated under reduced pressure to obtain the title compound as a crude product. Reactants: CCCC(=O)c1cnc2c(C)cccc2c1Cl, Nc1ccc(Cl)cc1Cl, C1COCCO1. The product is CCCC(=O)c1cnc2c(C)cccc2c1Nc1ccc(Cl)cc1Cl. As a reaction SMILES: [C:1]([CH2:2][CH2:3][CH3:4])(=[O:5])[c:6]1[cH:7][n:8][c:9]2[c:10]([CH3:17])[cH:11][cH:12][cH:13][c:14]2[c:15]1[Cl:16].[NH2:18][c:19]1[cH:20][cH:21][c:22]([Cl:23])[cH:24][c:25]1[Cl:26].[O:27]1[CH2:28][CH2:29][O:30][CH2:31][CH2:32]1>>[C:1]([CH2:2][CH2:3][CH3:4])(=[O:5])[c:6]1[cH:7][n:8][c:9]2[c:10]([CH3:17])[cH:11][cH:12][cH:13][c:14]2[c:15]1[NH:18][c:19]1[cH:20][cH:21][c:22]([Cl:23])[cH:24][c:25]1[Cl:26].